From a dataset of the Open Reaction Database (ORD), a public repository of structured organic reaction records. describe an organic reaction: reactants, conditions, products, and yield The reactants are C(C(=O)Cl)(=O)Cl (oxalyl chloride), C(NN)(=O)OC(C)(C)C (tert-butyl carbazate), ClCC1=CC=C(C=C1)CC(=O)O (4-(Chloromethyl)phenylacetic acid), C(C)(C)N(C(C)C)CC (N,N-diisopropylethylamine). Reagents/catalysts: CN(C=O)C (N,N-dimethylformamide). The solvent is ClCCl (Dichloromethane), ClCCl (dichloromethane), ClCCl (dichloromethane). Conditions: time 1 hour. The product is ClCC1=CC=C(C=C1)CC(=O)NNC(=O)OC(C)(C)C (tert-butyl 2-{[4-(chloromethyl)phenyl]acetyl}hydrazinecarboxylate). Isolated yield 72.9%. RXN SMILES: [Cl:1][CH2:2][C:3]1[CH:8]=[CH:7][C:6]([CH2:9][C:10]([OH:12])=O)=[CH:5][CH:4]=1.C(Cl)(=O)C(Cl)=O.[C:19]([O:23][C:24]([CH3:27])([CH3:26])[CH3:25])(=[O:22])[NH:20][NH2:21].C(N(CC)C(C)C)(C)C>ClCCl.CN(C)C=O>[Cl:1][CH2:2][C:3]1[CH:4]=[CH:5][C:6]([CH2:9][C:10]([NH:21][NH:20][C:19]([O:23][C:24]([CH3:27])([CH3:26])[CH3:25])=[O:22])=[O:12])=[CH:7][CH:8]=1. Procedure details: 4-(Chloromethyl)phenylacetic acid (5.0 g, 27.1 mmol) was suspended in dichloromethane (50 ml), and oxalyl chloride (9.2 ml, 0.11 mol) and N,N-dimethylformamide (2 drops) were added. After stirring at room temperature for 1 hr, and the mixture was concentrated under reduced pressure. Dichloromethane (50 ml) and tert-butyl carbazate (4.29 g, 32.5 mmol) were added to the residue, and the mixture was cooled to 0° C. N,N-diisopropylethylamine (14 ml, 81.3 mmol) was added dropwise, and the mixture was... Reactants: CN(C)C=C1C(C2=CC=CC=C2CC1)=O (2-dimethylaminomethylene-3,4-dihydro-2H-naphthalen-1-one), C1(=CC=CC=C1)NC(=N)N (N-phenyl-guanidine), CN(C)C=O (DMF). The product is N1=C(N=CC=2CCC3=C(C12)C=CC=C3)NC3=CC=CC=C3 ((5,6-Dihydro-benzo[h]quinazolin-2-yl)-phenyl-amine). Reaction SMILES: C[N:2]([CH:4]=[C:5]1[CH2:14][CH2:13][C:12]2[C:7](=[CH:8][CH:9]=[CH:10][CH:11]=2)[C:6]1=O)[CH3:3].[C:16]1([NH:22]C(N)=N)[CH:21]=[CH:20][CH:19]=[CH:18][CH:17]=1.C[N:27](C=O)C>>[N:27]1[C:6]2[C:7]3[CH:8]=[CH:9][CH:10]=[CH:11][C:12]=3[CH2:13][CH2:14][C:5]=2[CH:4]=[N:2][C:3]=1[NH:22][C:16]1[CH:21]=[CH:20][CH:19]=[CH:18][CH:17]=1. Procedure details: A solution of 2-dimethylaminomethylene-3,4-dihydro-2H-naphthalen-1-one 100 mg in 5 ml DMF and 3 eq. of N-phenyl-guanidine was stirred at 110° C. for overnight, the product was purified by directly injecting the DMF reaction solution into prep HPLC. Reactants: BrC1=CC2=C(N=C(S2)N2CCN(CC2)C(=O)OC(C)(C)C)C=C1 (tert-butyl 4-(6-bromobenzo[d]thiazol-2-yl)piperazine-1-carboxylate), C(=O)(C(F)(F)F)O (TFA). Solvent: C(Cl)Cl (CH2Cl2), C(Cl)Cl (CH2Cl2). Run at time 3 hour. Product: BrC1=CC2=C(N=C(S2)N2CCNCC2)C=C1 (6-Bromo-2-(piperazin-1-yl)benzo[d]thiazole). Isolated yield 99.3%. RXN SMILES: [Br:1][C:2]1[CH:23]=[CH:22][C:5]2[N:6]=[C:7]([N:9]3[CH2:14][CH2:13][N:12](C(OC(C)(C)C)=O)[CH2:11][CH2:10]3)[S:8][C:4]=2[CH:3]=1.C(O)(C(F)(F)F)=O>C(Cl)Cl>[Br:1][C:2]1[CH:23]=[CH:22][C:5]2[N:6]=[C:7]([N:9]3[CH2:14][CH2:13][NH:12][CH2:11][CH2:10]3)[S:8][C:4]=2[CH:3]=1. Reported procedure: To a solution of tert-butyl 4-(6-bromobenzo[d]thiazol-2-yl)piperazine-1-carboxylate (300 mg, 0.753 mmol) in CH2Cl2 (6 mL) was added TFA (0.87 mL, 11.30 mmol). Upon completion of addition, the reaction mixture was stirred at rt for 3 hrs. After this time, the reaction mixture was diluted with CH2Cl2 and washed with aqueous NaOH (1 N, 5 mL) and brine (5 mL), and then dried (Na2SO4). The reaction mixture was filtered and then concentrated under reduced pressure to obtain Compound 13B as a light yel... The reactants are OC1(N=C(N(C1)C1=CC=C(C=C1)SC)C1=NN=C(S1)C1=CC=CC=C1)C(F)(F)F (4-hydroxy-1-[4-(methylthio)phenyl]-2-[2-(phenyl)-1,3,4-thiadiazol-5-yl]-4-(trifluoromethyl)-4,5-dihydro-1H-imidazole), O.C1(=CC=C(C=C1)S(=O)(=O)O)C (p-toluenesulfonic acid monohydrate). Product: CSC1=CC=C(C=C1)N1C(=NC(=C1)C(F)(F)F)C1=NN=C(S1)C1=CC=CC=C1 (1-[4-(Methylthio)phenyl]-2-[2-(phenyl)-1,3,4-thiadiazol-5-yl]-4-(trifluoromethyl)-imidazole). Procedure: A mixture of 4-hydroxy-1-[4-(methylthio)phenyl]-2-[2-(phenyl)-1,3,4-thiadiazol-5-yl]-4-(trifluoromethyl)-4,5-dihydro-1H-imidazole (0.5 g, 1.15 mmol) and p-toluenesulfonic acid monohydrate (30 mg) in toluene (50 mL) was heated to reflux for 1 hour. After aqueous work up, 1-[4-(Methylthio)phenyl]-2-[2-(phenyl)-1,3,4-thiadiazol-5-yl]-4-(trifluoromethyl)-imidazole was isolated as a white solid. The solvent is C1(=CC=CC=C1)C (toluene). As a reaction SMILES: O[C:2]1([C:26]([F:29])([F:28])[F:27])[CH2:6][N:5]([C:7]2[CH:12]=[CH:11][C:10]([S:13][CH3:14])=[CH:9][CH:8]=2)[C:4]([C:15]2[S:19][C:18]([C:20]3[CH:25]=[CH:24][CH:23]=[CH:22][CH:21]=3)=[N:17][N:16]=2)=[N:3]1.O.C1(C)C=CC(S(O)(=O)=O)=CC=1>C1(C)C=CC=CC=1>[CH3:14][S:13][C:10]1[CH:9]=[CH:8][C:7]([N:5]2[CH:6]=[C:2]([C:26]([F:28])([F:27])[F:29])[N:3]=[C:4]2[C:15]2[S:19][C:18]([C:20]3[CH:25]=[CH:24][CH:23]=[CH:22][CH:21]=3)=[N:17][N:16]=2)=[CH:12][CH:11]=1 |f:1.2|. The reactants are CS(=O)(=O)Cl, CC(C)N1CCC(Oc2ccc3c(c2)cc(C(=O)N2CCNCC2)n3C(C)C)CC1, Cl. Product: CC(C)N1CCC(Oc2ccc3c(c2)cc(C(=O)N2CCN(S(C)(=O)=O)CC2)n3C(C)C)CC1. Reaction SMILES: [CH3:32][S:33]([Cl:34])(=[O:35])=[O:36].[CH:2]([CH3:3])([CH3:4])[n:5]1[c:6]([C:24](=[O:25])[N:26]2[CH2:27][CH2:28][NH:29][CH2:30][CH2:31]2)[cH:7][c:8]2[cH:9][c:10]([O:14][CH:15]3[CH2:16][CH2:17][N:18]([CH:21]([CH3:22])[CH3:23])[CH2:19][CH2:20]3)[cH:11][cH:12][c:13]12.[ClH:1]>>[CH:2]([CH3:3])([CH3:4])[n:5]1[c:6]([C:24](=[O:25])[N:26]2[CH2:27][CH2:28][N:29]([S:33]([CH3:32])(=[O:35])=[O:36])[CH2:30][CH2:31]2)[cH:7][c:8]2[cH:9][c:10]([O:14][CH:15]3[CH2:16][CH2:17][N:18]([CH:21]([CH3:22])[CH3:23])[CH2:19][CH2:20]3)[cH:11][cH:12][c:13]12. Reactants: [Br-], CC(C)(C)[O-], C[P+](c1ccccc1)(c1ccccc1)c1ccccc1, CS(C)=O, CC12CCC3c4ccc(O)cc4CCC3C1CCC2=O, Cl, [K+]. Product: C=C1CCC2C3CCc4cc(O)ccc4C3CCC12C. As a reaction SMILES: [Br-:28].[CH3:1][C:2]([CH3:3])([O-:4])[CH3:5].[CH3:29][P+:30]([c:31]1[cH:32][cH:33][cH:34][cH:35][cH:36]1)([c:37]1[cH:38][cH:39][cH:40][cH:41][cH:42]1)[c:43]1[cH:44][cH:45][cH:46][cH:47][cH:48]1.[CH3:49][S:50]([CH3:51])=[O:52].[CH:7]12[CH2:8][CH2:9][C:10]3([CH3:11])[C:12](=[O:13])[CH2:14][CH2:15][CH:16]3[CH:17]1[CH2:18][CH2:19][c:20]1[cH:21][c:22]([OH:23])[cH:24][cH:25][c:26]12.[ClH:27].[K+:6]>>[CH2:1]=[C:12]1[C:10]2([CH3:11])[CH2:9][CH2:8][CH:7]3[CH:17]([CH:16]2[CH2:15][CH2:14]1)[CH2:18][CH2:19][c:20]1[cH:21][c:22]([OH:23])[cH:24][cH:25][c:26]13.